This data is from the Open Reaction Database (ORD), a public repository of structured organic reaction records. The task is: describe an organic reaction: reactants, conditions, products, and yield Starting materials: C(C)(C)(C)OC(=O)N1C(CCC1)CCNCC1=CC(=CC=C1)C1=NC(=NC=C1)Cl (2-{2-[3-(2-Chloro-pyrimidin-4-yl)-benzylamino]-ethyl}-pyrrolidine-1-carboxylic acid tert-butyl ester), C(C)=O (acetaldehyde), 445. Product: C(C)(C)(C)OC(=O)N1C(CCC1)CCN(CC)CC1=CC(=CC=C1)C1=NC(=NC=C1)Cl (2-(2-{[3-(2-Chloro-pyrimidin-4-yl)-benzyl]-ethyl-amino}-ethyl)-pyrrolidine-1-carboxylic acid tert-butyl ester). RXN SMILES: [C:1]([O:5][C:6]([N:8]1[CH2:12][CH2:11][CH2:10][CH:9]1[CH2:13][CH2:14][NH:15][CH2:16][C:17]1[CH:22]=[CH:21][CH:20]=[C:19]([C:23]2[CH:28]=[CH:27][N:26]=[C:25]([Cl:29])[N:24]=2)[CH:18]=1)=[O:7])([CH3:4])([CH3:3])[CH3:2].[CH:30](=O)[CH3:31]>>[C:1]([O:5][C:6]([N:8]1[CH2:12][CH2:11][CH2:10][CH:9]1[CH2:13][CH2:14][N:15]([CH2:16][C:17]1[CH:22]=[CH:21][CH:20]=[C:19]([C:23]2[CH:28]=[CH:27][N:26]=[C:25]([Cl:29])[N:24]=2)[CH:18]=1)[CH2:30][CH3:31])=[O:7])([CH3:4])([CH3:2])[CH3:3]. Procedure: Intermediate 106 was coupled with acetaldehyde following procedure E. LC-MS showed the product had the expected M+H+ of 445. The reactants are ClC=1C=C2C(=NC1)N(C=C2C2=NC=C(C(=N2)S(=O)C)F)S(=O)(=O)C2=CC=C(C=C2)C (5-chloro-3-(5-fluoro-4-methylsulfinyl-pyrimidin-2-yl)-1-(p-tolylsulfonyl)-pyrrolo[2,3-b]pyridine), 1a, N[C@@H]1C[C@@H](CCC1)N1C(CCC1)=O (1-((1R,3S)-3-aminocyclohexyl)pyrrolidin-2-one), N[C@@H]1C[C@@H](CCC1)N1C(CCC1)=O (1-((1R,3S)-3-aminocyclohexyl)pyrrolidin-2-one), C(=O)([O-])[O-].[Na+].[Na+] (Na2CO3), Cl (HCl). The solvent is C1CCOC1 (THF), CC#N (CH3CN). Product: ClC=1C=C2C(=NC1)N(C=C2C2=NC=C(C(=N2)N[C@@H]2C[C@@H](CCC2)N2C(CCC2)=O)F)S(=O)(=O)C2=CC=C(C)C=C2 (1-((1R,3S)-3-(2-(5-chloro-1-tosyl-1H-pyrrolo[2,3-b]pyridin-3-yl)-5-fluoropyrimidin-4-ylamino)cyclohexyl)pyrrolidin-2-one). As a reaction SMILES: [Cl:1][C:2]1[CH:3]=[C:4]2[C:10]([C:11]3[N:16]=[C:15](S(C)=O)[C:14]([F:20])=[CH:13][N:12]=3)=[CH:9][N:8]([S:21]([C:24]3[CH:29]=[CH:28][C:27]([CH3:30])=[CH:26][CH:25]=3)(=[O:23])=[O:22])[C:5]2=[N:6][CH:7]=1.[NH2:31][C@H:32]1[CH2:37][CH2:36][CH2:35][C@@H:34]([N:38]2[CH2:42][CH2:41][CH2:40][C:39]2=[O:43])[CH2:33]1.C([O-])([O-])=O.[Na+].[Na+].Cl>C1COCC1.CC#N>[Cl:1][C:2]1[CH:3]=[C:4]2[C:10]([C:11]3[N:16]=[C:15]([NH:31][C@H:32]4[CH2:37][CH2:36][CH2:35][C@@H:34]([N:38]5[CH2:42][CH2:41][CH2:40][C:39]5=[O:43])[CH2:33]4)[C:14]([F:20])=[CH:13][N:12]=3)=[CH:9][N:8]([S:21]([C:24]3[CH:29]=[CH:28][C:27]([CH3:30])=[CH:26][CH:25]=3)(=[O:23])=[O:22])[C:5]2=[N:6][CH:7]=1 |f:2.3.4|. Reported procedure: A mixture of 5-chloro-3-(5-fluoro-4-methylsulfinyl-pyrimidin-2-yl)-1-(p-tolylsulfonyl)-pyrrolo[2,3-b]pyridine, 1a, (0.14 g, 0.29 mmol) and 1-((1R,3S)-3-aminocyclohexyl)pyrrolidin-2-one, 45c, (0.10 g, 0.53 mmol) and Na2CO3 (0.09 g, 0.88 mmol) freshly ground, in THF (2.25 mL) and CH3CN (0.45 mL) and heat to 135° C. for 30 min. The mixture was slowly poured into 15 mL 1M HCl and extracted with EtOAc (5×). The combined organic layers were washed with brine, dried over Na2SO4 and filtered and concent... Starting materials: [H-].[Na+] (NaH), C1(=CC=CC=C1)O (phenol), ClC1=NC2=C(C=CC=C2C=C1)C1=CC=2C(NCCC2N1)=O (2-(2-chloroquinolin-8-yl)-6,7-dihydro-1H-pyrrolo[3,2-c]pyridin-4(5H)-one). Solvent: CN(C)C=O (DMF). Conditions: temperature 70 celsius, time 10 minute. The product is O(C1=CC=CC=C1)C1=NC2=C(C=CC=C2C=C1)C1=CC=2C(NCCC2N1)=O (2-(2-phenoxyquinolin-8-yl)-6,7-dihydro-1H-pyrrolo[3,2-c]pyridin-4(5H)-one). The yield is 80.4%. RXN SMILES: [H-].[Na+].[C:3]1([OH:9])[CH:8]=[CH:7][CH:6]=[CH:5][CH:4]=1.Cl[C:11]1[CH:20]=[CH:19][C:18]2[C:13](=[C:14]([C:21]3[NH:29][C:28]4[CH2:27][CH2:26][NH:25][C:24](=[O:30])[C:23]=4[CH:22]=3)[CH:15]=[CH:16][CH:17]=2)[N:12]=1>CN(C=O)C>[O:9]([C:11]1[CH:20]=[CH:19][C:18]2[C:13](=[C:14]([C:21]3[NH:29][C:28]4[CH2:27][CH2:26][NH:25][C:24](=[O:30])[C:23]=4[CH:22]=3)[CH:15]=[CH:16][CH:17]=2)[N:12]=1)[C:3]1[CH:8]=[CH:7][CH:6]=[CH:5][CH:4]=1 |f:0.1|. Procedure: To NaH (60 wt % in mineral oil; 0.047 g, 1.176 mmol) in 1 mL DMF was added phenol (0.111 g, 1.176 mmol). After 10 min, a clear/colorless solution resulted. 2-(2-chloroquinolin-8-yl)-6,7-dihydro-1H-pyrrolo[3,2-c]pyridin-4(5H)-one (Example 1, 0.050 g, 0.168 mmol) was added and the reaction became dark red. After 30 min at RT, the reaction was heated to 70° C. The reaction was judged complete after 5 h at 70° C., and was cooled to RT and quenched with saturated aq. NH4Cl and EtOAc. The organic laye... The reactants are CC(C)(C)OC(=O)OC(=O)OC(C)(C)C, CN(C)c1ccncc1, COC(C)(C)C, CCN(C(C)C)C(C)C, O=C(O)c1ccc(Cl)nc1, CC(C)(C)OC(=O)c1ccc(Cl)nc1, CN1C(=O)N(c2cc(Cl)cc(Cl)c2)C(=O)C12CNCC2c1ccc(C#N)cc1, [Na+], C1CCOC1, [OH-]. Product: CN1C(=O)N(c2cc(Cl)cc(Cl)c2)C(=O)C12CN(c1ccc(C(=O)OC(C)(C)C)cn1)CC2c1ccc(C#N)cc1. Reaction SMILES: [CH3:11][C:12]([O:13][C:14]([O:15][C:16]([O:17][C:18]([CH3:19])([CH3:20])[CH3:21])=[O:22])=[O:23])([CH3:24])[CH3:25].[CH3:79][N:80]([CH3:81])[c:82]1[cH:83][cH:84][n:85][cH:86][cH:87]1.[CH3:93][O:94][C:95]([CH3:96])([CH3:97])[CH3:98].[CH:70]([N:71]([CH:72]([CH3:73])[CH3:74])[CH2:75][CH3:76])([CH3:77])[CH3:78].[Cl:1][c:2]1[cH:3][cH:4][c:5]([C:6]([OH:7])=[O:8])[cH:9][n:10]1.[Cl:26][c:27]1[n:28][cH:29][c:30]([C:31](=[O:32])[O:33][C:34]([CH3:35])([CH3:36])[CH3:37])[cH:38][cH:39]1.[Cl:42][c:43]1[cH:44][c:45]([N:50]2[C:51](=[O:69])[N:52]([CH3:68])[C:53]3([C:54]2=[O:55])[CH2:56][NH:57][CH2:58][CH:59]3[c:60]2[cH:61][cH:62][c:63]([C:64]#[N:65])[cH:66][cH:67]2)[cH:46][c:47]([Cl:49])[cH:48]1.[Na+:41].[O:88]1[CH2:89][CH2:90][CH2:91][CH2:92]1.[OH-:40]>>[c:27]1([N:57]2[CH2:56][C:53]3([N:52]([CH3:68])[C:51](=[O:69])[N:50]([c:45]4[cH:44][c:43]([Cl:42])[cH:48][c:47]([Cl:49])[cH:46]4)[C:54]3=[O:55])[CH:59]([c:60]3[cH:61][cH:62][c:63]([C:64]#[N:65])[cH:66][cH:67]3)[CH2:58]2)[n:28][cH:29][c:30]([C:31](=[O:32])[O:33][C:34]([CH3:35])([CH3:36])[CH3:37])[cH:38][cH:39]1. Starting materials: FC(F)(F)c1cc(-c2ccc(Cl)cc2)nc(Cl)n1, c1c[nH]cn1. The product is FC(F)(F)c1cc(-c2ccc(Cl)cc2)nc(-n2ccnc2)n1. RXN SMILES: [Cl:1][c:2]1[n:3][c:4]([C:15]([F:16])([F:17])[F:18])[cH:5][c:6](-[c:8]2[cH:9][cH:10][c:11]([Cl:14])[cH:12][cH:13]2)[n:7]1.[nH:19]1[cH:20][n:21][cH:22][cH:23]1>>[c:2]1(-[n:19]2[cH:20][n:21][cH:22][cH:23]2)[n:3][c:4]([C:15]([F:16])([F:17])[F:18])[cH:5][c:6](-[c:8]2[cH:9][cH:10][c:11]([Cl:14])[cH:12][cH:13]2)[n:7]1. Reactants: C=O, CCO, O=C(O)c1ccc2c(c1)CCCN2. Product: CN1CCCc2cc(C(=O)O)ccc21. As a reaction SMILES: [CH2:14]=[O:15].[CH3:16][CH2:17][OH:18].[NH:1]1[CH2:2][CH2:3][CH2:4][c:5]2[cH:6][c:7]([C:11](=[O:12])[OH:13])[cH:8][cH:9][c:10]21>>[N:1]1([CH3:14])[CH2:2][CH2:3][CH2:4][c:5]2[cH:6][c:7]([C:11](=[O:12])[OH:13])[cH:8][cH:9][c:10]21. Starting materials: Cc1ccccc1B(O)O, Cc1ccccc1, COC(=O)c1nc(Cl)c(Cl)nc1N, [Na+], [Na+], O=C([O-])[O-], c1ccc(P(c2ccccc2)(c2ccccc2)[Pd](P(c2ccccc2)(c2ccccc2)c2ccccc2)(P(c2ccccc2)(c2ccccc2)c2ccccc2)P(c2ccccc2)(c2ccccc2)c2ccccc2)cc1. The product is COC(=O)c1nc(Cl)c(-c2ccccc2C)nc1N. Reaction SMILES: [CH3:14][c:15]1[c:16]([B:21]([OH:22])[OH:23])[cH:17][cH:18][cH:19][cH:20]1.[CH3:30][c:31]1[cH:32][cH:33][cH:34][cH:35][cH:36]1.[NH2:1][c:2]1[c:3]([C:10](=[O:11])[O:12][CH3:13])[n:4][c:5]([Cl:9])[c:6]([Cl:8])[n:7]1.[Na+:24].[Na+:25].[O-:26][C:27](=[O:28])[O-:29].[cH:37]1[cH:38][cH:39][c:40]([P:41]([Pd:42]([P:43]([c:44]2[cH:45][cH:46][cH:47][cH:48][cH:49]2)([c:50]2[cH:51][cH:52][cH:53][cH:54][cH:55]2)[c:56]2[cH:57][cH:58][cH:59][cH:60][cH:61]2)([P:62]([c:63]2[cH:64][cH:65][cH:66][cH:67][cH:68]2)([c:69]2[cH:70][cH:71][cH:72][cH:73][cH:74]2)[c:75]2[cH:76][cH:77][cH:78][cH:79][cH:80]2)[P:81]([c:82]2[cH:83][cH:84][cH:85][cH:86][cH:87]2)([c:88]2[cH:89][cH:90][cH:91][cH:92][cH:93]2)[c:94]2[cH:95][cH:96][cH:97][cH:98][cH:99]2)([c:100]2[cH:101][cH:102][cH:103][cH:104][cH:105]2)[c:106]2[cH:107][cH:108][cH:109][cH:110][cH:111]2)[cH:112][cH:113]1>>[NH2:1][c:2]1[c:3]([C:10](=[O:11])[O:12][CH3:13])[n:4][c:5]([Cl:9])[c:6](-[c:16]2[c:15]([CH3:14])[cH:20][cH:19][cH:18][cH:17]2)[n:7]1. Starting materials: CC(C)=CCBr, O=C([O-])[O-], c1ccc2c(c1)CCC1CNCCC21, [K+], [K+], CN(C)C=O. The product is CC(C)=CCN1CCC2c3ccccc3CCC2C1. RXN SMILES: [Br:21][CH2:22][CH:23]=[C:24]([CH3:25])[CH3:26].[C:15](=[O:16])([O-:17])[O-:18].[CH2:1]1[CH2:2][NH:3][CH2:4][CH:5]2[CH2:6][CH2:7][c:8]3[c:9]([cH:11][cH:12][cH:13][cH:14]3)[CH:10]12.[K+:19].[K+:20].[O:27]=[CH:28][N:29]([CH3:30])[CH3:31]>>[CH2:1]1[CH2:2][N:3]([CH2:22][CH:23]=[C:24]([CH3:25])[CH3:26])[CH2:4][CH:5]2[CH2:6][CH2:7][c:8]3[c:9]([cH:11][cH:12][cH:13][cH:14]3)[CH:10]12. Starting materials: COc1ccc(CSC2CC(C=O)N(C(=O)OC(C)(C)C)C2)cc1, C1CCOC1, CCOC(=O)CP(=O)(OCC)OCC, CO, [H-], [Na+], [Na+], O=C([O-])O. The product is CCOC(=O)C=CC1CC(SCc2ccc(OC)cc2)CN1C(=O)OC(C)(C)C. RXN SMILES: [C:17]([CH3:18])([CH3:19])([CH3:20])[O:21][C:22](=[O:23])[N:24]1[CH:25]([CH:39]=[O:40])[CH2:26][CH:27]([S:29][CH2:30][c:31]2[cH:32][cH:33][c:34]([O:37][CH3:38])[cH:35][cH:36]2)[CH2:28]1.[CH2:46]1[O:47][CH2:48][CH2:49][CH2:50]1.[CH3:1][CH2:2][O:3][C:4](=[O:5])[CH2:6][P:7]([O:8][CH2:9][CH3:10])([O:11][CH2:12][CH3:13])=[O:14].[CH3:51][OH:52].[H-:16].[Na+:15].[Na+:45].[O-:41][C:42]([OH:43])=[O:44]>>[CH3:1][CH2:2][O:3][C:4](=[O:5])[CH:6]=[CH:39][CH:25]1[N:24]([C:22]([O:21][C:17]([CH3:18])([CH3:19])[CH3:20])=[O:23])[CH2:28][CH:27]([S:29][CH2:30][c:31]2[cH:32][cH:33][c:34]([O:37][CH3:38])[cH:35][cH:36]2)[CH2:26]1.